This data is from the Open Reaction Database (ORD), a public repository of structured organic reaction records. The task is: describe an organic reaction: reactants, conditions, products, and yield Starting materials: CC1=C(C(=O)C2=CC=C(N2C)C(C(=O)OCC=C)C2=C(C=C(C=C2)[N+](=O)[O-])F)C=CC(=C1)C (allyl 2-[5-(2,4-dimethylbenzoyl)-1-methylpyrrol-2-yl)-2-(2-fluoro-4-nitrophenyl)acetate), N1CCOCC1 (morpholine). Reagents/catalysts: [Pd].C1(=CC=CC=C1)P(C1=CC=CC=C1)C1=CC=CC=C1.C1(=CC=CC=C1)P(C1=CC=CC=C1)C1=CC=CC=C1.C1(=CC=CC=C1)P(C1=CC=CC=C1)C1=CC=CC=C1.C1(=CC=CC=C1)P(C1=CC=CC=C1)C1=CC=CC=C1 (tetrakis-(triphenylphosphine) palladium). The solvent is C1CCOC1 (THF). Run at time 1.5 hour. Yields the product CC1=C(C(=O)C2=CC=C(N2C)CC2=CC=C(C=C2)[N+](=O)[O-])C=CC(=C1)C (4-[5-(2,4-dimethylbenzoyl)-1-methyl-pyrrol-2-yl-methyl)nitrobenzene). Isolated yield 98.1%. As a reaction SMILES: [CH3:1][C:2]1[CH:32]=[C:31]([CH3:33])[CH:30]=[CH:29][C:3]=1[C:4]([C:6]1[N:10]([CH3:11])[C:9]([CH:12]([C:19]2[CH:24]=[CH:23][C:22]([N+:25]([O-:27])=[O:26])=[CH:21][C:20]=2F)C(OCC=C)=O)=[CH:8][CH:7]=1)=[O:5].N1CCOCC1>C1COCC1.[Pd].C1(P(C2C=CC=CC=2)C2C=CC=CC=2)C=CC=CC=1.C1(P(C2C=CC=CC=2)C2C=CC=CC=2)C=CC=CC=1.C1(P(C2C=CC=CC=2)C2C=CC=CC=2)C=CC=CC=1.C1(P(C2C=CC=CC=2)C2C=CC=CC=2)C=CC=CC=1>[CH3:1][C:2]1[CH:32]=[C:31]([CH3:33])[CH:30]=[CH:29][C:3]=1[C:4]([C:6]1[N:10]([CH3:11])[C:9]([CH2:12][C:19]2[CH:24]=[CH:23][C:22]([N+:25]([O-:27])=[O:26])=[CH:21][CH:20]=2)=[CH:8][CH:7]=1)=[O:5] |f:3.4.5.6.7|. Reported procedure: To a solution of allyl 2-[5-(2,4-dimethylbenzoyl)-1-methylpyrrol-2-yl)-2-(2-fluoro-4-nitrophenyl)acetate (3.6 g, 7.99 mmol) [prepared as described in Example 6, Step (d)] in anhydrous THF (40 ml) was added morpholine (6.99 ml, 79.90 mmol) and tetrakis-(triphenylphosphine) palladium (9 mg, 0.008 mmol)). After 1.5 h, the solvent was evaporated and the residue was partitioned between ether and 1N NaHSO4. The organic layer was separated, dried over magnesium sulfate, and concentrated to dryness. Pur... Starting materials: OC(C)C=1C=CC(=NC1)CCOC1=CC=C(CC2C(NC(S2)=O)=O)C=C1 (5-[4-[2-[5-(1-Hydroxyethyl)-2-pyridyl]ethoxy]benzyl]-2,4-thiazolidinedione), Cl.C(C)O (hydrogen chloride ethanol). Conditions: time 30 minute. Product: Cl.OC(C)C=1C=CC(=NC1)CCOC1=CC=C(CC2C(NC(S2)=O)=O)C=C1 (5-[4-[2-[5-(1-hydroxyethyl)-2-pyridyl]ethoxy]benzyl]-2,4-thiazolidinedione hydrochloride). The yield is 62.0%. Reaction SMILES: [OH:1][CH:2]([C:4]1[CH:5]=[CH:6][C:7]([CH2:10][CH2:11][O:12][C:13]2[CH:26]=[CH:25][C:16]([CH2:17][CH:18]3[S:22][C:21](=[O:23])[NH:20][C:19]3=[O:24])=[CH:15][CH:14]=2)=[N:8][CH:9]=1)[CH3:3].[ClH:27].C(O)C>>[ClH:27].[OH:1][CH:2]([C:4]1[CH:5]=[CH:6][C:7]([CH2:10][CH2:11][O:12][C:13]2[CH:26]=[CH:25][C:16]([CH2:17][CH:18]3[S:22][C:21](=[O:23])[NH:20][C:19]3=[O:24])=[CH:15][CH:14]=2)=[N:8][CH:9]=1)[CH3:3] |f:1.2,3.4|. Reported procedure: 5-[4-[2-[5-(1-Hydroxyethyl)-2-pyridyl]ethoxy]benzyl]-2,4-thiazolidinedione (0.3 g) was dissolved in hydrogen chloride-ethanol (25%, 1 ml). The solution was stirred at room temperature for 30 minutes and precipitated crystals were filtered off. The crystals were recrystallized from ethanol to obtain 5-[4-[2-[5-(1-hydroxyethyl)-2-pyridyl]ethoxy]benzyl]-2,4-thiazolidinedione hydrochloride (0.21 g, yield: 62%) as colorless prisms, m.p. 212°-213° C.